describe an organic reaction: reactants, conditions, products, and yield From a dataset of the Open Reaction Database (ORD), a public repository of structured organic reaction records. Reactants: Cl (hydrochloric acid), [OH-].[Na+] (sodium hydroxide), C(C)(C)C1=CC=CC=2C3=C(NC12)C1=CC=CC=C1C3 (5.10-dihydro-6-isopropylindeno[1,2-b]indole), O1CCN(CC1)B (morpholino borane), Cl (hydrochloric acid). The solvent is O1CCOCC1 (dioxane). Yields the product C(C)(C)C1=CC=CC=2[C@@H]3[C@H](NC12)C1=CC=CC=C1C3 (cis-4b,5,9b,10-Tetrahydro-6-isopropylindeno[1,2-b]indole). The yield is 70.8%. As a reaction SMILES: [CH:1]([C:4]1[C:12]2[NH:11][C:10]3[C:13]4[C:18]([CH2:19][C:9]=3[C:8]=2[CH:7]=[CH:6][CH:5]=1)=[CH:17][CH:16]=[CH:15][CH:14]=4)([CH3:3])[CH3:2].O1CCN(B)CC1.Cl.[OH-].[Na+]>O1CCOCC1>[CH:1]([C:4]1[C:12]2[NH:11][C@@H:10]3[C:13]4[C:18]([CH2:19][C@@H:9]3[C:8]=2[CH:7]=[CH:6][CH:5]=1)=[CH:17][CH:16]=[CH:15][CH:14]=4)([CH3:3])[CH3:2] |f:3.4|. Procedure: To a solution of 4.95 g (0.020 mol) of 5.10-dihydro-6-isopropylindeno[1,2-b]indole and 8.08 g (0.080 mol) of morpholino borane in 25 ml of dioxane was added dropwise 7 ml of conc. hydrochloric acid. The mixture was refluxed for 30 minutes, cooled to room temperature whereupon 20 ml of 6M hydrochloric acid was added. The mixture was refluxed for 15. After cooling the mixture was alkalinized by addition of aqueous sodium hydroxide and extracted three times with ether. Drying (MgSO4) and evaporatio... Product: CC(C)CN(C(CO)CCCCNC(=O)C(Cc1ccc2ccccc2c1)NC(=O)N(C)C)S(=O)(=O)c1ccc(F)c(N)c1. Starting materials: CN(C)C(=O)Cl, CC(C)CN(C(CO)CCCCNC(=O)C(N)Cc1ccc2ccccc2c1)S(=O)(=O)c1ccc(F)c(N)c1. Reaction SMILES: [CH3:40][N:41]([C:42](=[O:43])[Cl:44])[CH3:45].[NH2:1][CH:2]([C:3](=[O:4])[NH:5][CH2:6][CH2:7][CH2:8][CH2:9][CH:10]([CH2:11][OH:12])[N:13]([CH2:14][CH:15]([CH3:16])[CH3:17])[S:18](=[O:19])(=[O:20])[c:21]1[cH:22][c:23]([NH2:28])[c:24]([F:27])[cH:25][cH:26]1)[CH2:29][c:30]1[cH:31][c:32]2[cH:33][cH:34][cH:35][cH:36][c:37]2[cH:38][cH:39]1>>[NH:1]([CH:2]([C:3](=[O:4])[NH:5][CH2:6][CH2:7][CH2:8][CH2:9][CH:10]([CH2:11][OH:12])[N:13]([CH2:14][CH:15]([CH3:16])[CH3:17])[S:18](=[O:19])(=[O:20])[c:21]1[cH:22][c:23]([NH2:28])[c:24]([F:27])[cH:25][cH:26]1)[CH2:29][c:30]1[cH:31][c:32]2[cH:33][cH:34][cH:35][cH:36][c:37]2[cH:38][cH:39]1)[C:42]([N:41]([CH3:40])[CH3:45])=[O:43]. Starting materials: CC(C)(C)C(=O)Cl, Nc1cccc(N)n1, C1COCCO1. The product is CC(C)(C)C(=O)Nc1cccc(N)n1. Reaction SMILES: [C:9]([C:10]([CH3:11])([CH3:12])[CH3:13])(=[O:14])[Cl:15].[NH2:1][c:2]1[n:3][c:4]([NH2:8])[cH:5][cH:6][cH:7]1.[O:16]1[CH2:17][CH2:18][O:19][CH2:20][CH2:21]1>>[NH:1]([c:2]1[n:3][c:4]([NH2:8])[cH:5][cH:6][cH:7]1)[C:9]([C:10]([CH3:11])([CH3:12])[CH3:13])=[O:14]. The reactants are FC1=C(C=CC=C1)[N+](=O)[O-] (1-fluoro-2-nitro-benzene), C(C)(C)(C)N (tert-butyl amine), [Cl-].[Na+] (sodium chloride). Solvent: CN(C=O)C (dimethylformamide). Reaction conditions: time 12 hour. Product: C(C)(C)(C)NC1=C(C=CC=C1)[N+](=O)[O-] (tert-butyl-(2-nitrophenyl)-amine). RXN SMILES: F[C:2]1[CH:7]=[CH:6][CH:5]=[CH:4][C:3]=1[N+:8]([O-:10])=[O:9].[C:11]([NH2:15])([CH3:14])([CH3:13])[CH3:12].[Cl-].[Na+]>CN(C)C=O>[C:11]([NH:15][C:2]1[CH:7]=[CH:6][CH:5]=[CH:4][C:3]=1[N+:8]([O-:10])=[O:9])([CH3:14])([CH3:13])[CH3:12] |f:2.3|. Procedure: To a solution of 1-fluoro-2-nitro-benzene (1 g, 7.1 mmol) in dimethylformamide (15 mL) was added tert-butyl amine (0.82 mL, 7.81 mmol) at room temperature, and the reaction mixture stirred for 12 hours at room temperature under nitrogen. Upon completion, the reaction mixture was poured into a saturated aqueous solution of sodium chloride (50 mL) and extracted with ethyl acetate (50 mL). The organic layer was dried over anhydrous sodium sulfate, concentrated in vacuo, and the residue was purified...